From a dataset of the Open Reaction Database (ORD), a public repository of structured organic reaction records. describe an organic reaction: reactants, conditions, products, and yield The reactants are CCCCc1nc(C)nc(COCc2ccccc2)c1Cc1ccc(-c2ccccc2C(=O)OC)cc1, CCO. The product is CCCCc1nc(C)nc(CO)c1Cc1ccc(-c2ccccc2C(=O)OC)cc1. RXN SMILES: [CH2:1]([c:2]1[cH:3][cH:4][cH:5][cH:6][cH:7]1)[O:8][CH2:9][c:10]1[n:11][c:12]([CH3:37])[n:13][c:14]([CH2:33][CH2:34][CH2:35][CH3:36])[c:15]1[CH2:16][c:17]1[cH:18][cH:19][c:20](-[c:23]2[c:24]([C:29](=[O:30])[O:31][CH3:32])[cH:25][cH:26][cH:27][cH:28]2)[cH:21][cH:22]1.[CH3:38][CH2:39][OH:40]>>[OH:8][CH2:9][c:10]1[n:11][c:12]([CH3:37])[n:13][c:14]([CH2:33][CH2:34][CH2:35][CH3:36])[c:15]1[CH2:16][c:17]1[cH:18][cH:19][c:20](-[c:23]2[c:24]([C:29](=[O:30])[O:31][CH3:32])[cH:25][cH:26][cH:27][cH:28]2)[cH:21][cH:22]1. Solvent: O (water). Run at time 2 hour. Yields the product ClC1=CC=C(C(=N1)I)O (6-chloro-2-iodopyridin-3-ol). The reactants are [O-]S(=O)(=S)[O-].[Na+].[Na+] (Na2S2O3), ClC1=CC=C(C=N1)O (6-chloropyridin-3-ol), II (iodine), C(=O)([O-])[O-].[Na+].[Na+] (Na2CO3). Isolated yield 71.0%. Procedure details: 6-chloropyridin-3-ol (5.0 g, 38.6 mmol) was dissolved in water (50 mL) and placed under an N2 atmosphere. Na2CO3 (8.2 g, 77.4 mmol) was added followed by iodine (9.8 g, 38.8 mmol). The reaction mixture was stirred at room temperature for 2 hours. The mixture was poured into 1M Na2S2O3 and extracted with EtOAc. The combined organic phases were washed with brine, dried over Na2SO4 and concentrated to give the product of 6-chloro-2-iodopyridin-3-ol (7.0 g, yield: 70.9%). 1H-NMR (CDCl3, 400 MHz) δ 7... Reaction SMILES: [Cl:1][C:2]1[N:7]=[CH:6][C:5]([OH:8])=[CH:4][CH:3]=1.C([O-])([O-])=O.[Na+].[Na+].[I:15]I.[O-]S([O-])(=S)=O.[Na+].[Na+]>O>[Cl:1][C:2]1[N:7]=[C:6]([I:15])[C:5]([OH:8])=[CH:4][CH:3]=1 |f:1.2.3,5.6.7|. Starting materials: ClC1=NC=2N3C(CNC2C=N1)COCC3 (2-chloro-5,6,6a,7,9,10-hexahydro-[1,4]oxazino[3,4-h]pteridine), N1C=NC2=C1C=CC=C2B(O)O (1H-benzo[d]imidazol-4-ylboronic acid). Reagents/catalysts: C1=CC=C(C=C1)P([C-]2C=CC=C2)C3=CC=CC=C3.C1=CC=C(C=C1)P([C-]2C=CC=C2)C3=CC=CC=C3.Cl[Pd]Cl.[Fe+2] (PdCl2(dppf)). Run in O1CCOCC1 (dioxane), C(=O)(O)[O-].[Na+] (NaHCO3). Yields the product N1C=NC2=C1C=CC=C2C2=NC=1N3C(CNC1C=N2)COCC3 (2-(1H-benzo[d]imidazol-4-yl)-5,6,6a,7,9,10-hexahydro-[1,4]oxazino[3,4-h]pteridine). As a reaction SMILES: Cl[C:2]1[N:11]=[CH:10][C:9]2[NH:8][CH2:7][CH:6]3[CH2:12][O:13][CH2:14][CH2:15][N:5]3[C:4]=2[N:3]=1.[NH:16]1[C:20]2[CH:21]=[CH:22][CH:23]=[C:24](B(O)O)[C:19]=2[N:18]=[CH:17]1>O1CCOCC1.C([O-])(O)=O.[Na+].C1C=CC(P(C2C=CC=CC=2)[C-]2C=CC=C2)=CC=1.C1C=CC(P(C2C=CC=CC=2)[C-]2C=CC=C2)=CC=1.Cl[Pd]Cl.[Fe+2]>[NH:16]1[C:20]2[CH:21]=[CH:22][CH:23]=[C:24]([C:2]3[N:11]=[CH:10][C:9]4[NH:8][CH2:7][CH:6]5[CH2:12][O:13][CH2:14][CH2:15][N:5]5[C:4]=4[N:3]=3)[C:19]=2[N:18]=[CH:17]1 |f:3.4,5.6.7.8|. Reported procedure: The title compound was prepared in a manner similar to EXAMPLE 1 using 2-chloro-5,6,6a,7,9,10-hexahydro-[1,4]oxazino[3,4-h]pteridine (PREPARATION x2, 50 mg, 0.221 mmol), 1H-benzo[d]imidazol-4-ylboronic acid (71.5 mg, 0.441 mmol) and PdCl2(dppf) (12.91 mg, 0.018 mmol) in dioxane (2 mL) and aqueous saturated NaHCO3 (0.4 mL). 1H NMR (400 MHz, DMSO-d6) δ 3.03 (dd, J=11.87, 8.59 Hz, 1H), 3.33-3.75 (m, 5H), 3.98 (m, 2H), 4.74-4.84 (m, 1H), 6.49-7.07 (br s, 1H), 7.54 (t, J=7.83 Hz, 1H), 7.79-7.91 (m, 2... The reactants are ClC(Cl)Cl, O=[N+]([O-])O, O=c1cc(O)c2ccccc2o1. Product: O=c1oc2ccccc2c(O)c1[N+](=O)[O-]. Reaction SMILES: [CH:17]([Cl:18])([Cl:19])[Cl:20].[OH:1][N+:2]([O-:3])=[O:4].[OH:5][c:6]1[cH:7][c:8](=[O:16])[o:9][c:10]2[cH:11][cH:12][cH:13][cH:14][c:15]12>>[O-:1][N+:2](=[O:4])[c:7]1[c:6]([OH:5])[c:15]2[c:10]([o:9][c:8]1=[O:16])[cH:11][cH:12][cH:13][cH:14]2. Starting materials: FC=1C=C(C=CC1)C=1C2=C(NC(C(N1)NC(OCC1=CC=CC=C1)=O)=O)C(=CC=C2)C (Racemic benzyl (5-(3-fluorophenyl)-9-methyl-2-oxo-2,3-dihydro-1H-benzo[e][1,4]diazepin-3-yl)carbamate), C(=O)=O.CO (CO2 MeOH). Yields the product FC=1C=C(C=CC1)C=1C2=C(NC([C@H](N1)NC(OCC1=CC=CC=C1)=O)=O)C(=CC=C2)C ((S)-benzyl (5-(3-fluorophenyl)-9-methyl-2-oxo-2,3-dihydro-1H-benzo[e][1,4]diazepin-3-yl)carbamate). Yield: 45.7%. As a reaction SMILES: [F:1][C:2]1[CH:3]=[C:4]([C:8]2[C:9]3[CH:30]=[CH:29][CH:28]=[C:27]([CH3:31])[C:10]=3[NH:11][C:12](=[O:26])[CH:13]([NH:15][C:16](=[O:25])[O:17][CH2:18][C:19]3[CH:24]=[CH:23][CH:22]=[CH:21][CH:20]=3)[N:14]=2)[CH:5]=[CH:6][CH:7]=1.C(=O)=O.CO>>[F:1][C:2]1[CH:3]=[C:4]([C:8]2[C:9]3[CH:30]=[CH:29][CH:28]=[C:27]([CH3:31])[C:10]=3[NH:11][C:12](=[O:26])[C@@H:13]([NH:15][C:16](=[O:25])[O:17][CH2:18][C:19]3[CH:24]=[CH:23][CH:22]=[CH:21][CH:20]=3)[N:14]=2)[CH:5]=[CH:6][CH:7]=1 |f:1.2|. Procedure: Racemic benzyl (5-(3-fluorophenyl)-9-methyl-2-oxo-2,3-dihydro-1H-benzo[e][1,4]diazepin-3-yl)carbamate (5.9 g, 14.3 mmol) was resolved under the Chiral SFC conditions. Berger SFC MGIII, Column: CHIRALPAK® IC 25×3 cm ID, 5 μm, Mobile Phase: 45/55 CO2/MeOH; Flow rate: 160 mL/min; Detector wavelength: 220 nM. The desired stereoisomer was collected as the second peak in the elution order. After evaporation of solvent, (S)-benzyl (5-(3-fluorophenyl)-9-methyl-2-oxo-2,3-dihydro-1H-benzo[e][1,4]diazepin-... Starting materials: ON1N=NC2=C1N=CC=C2 (1-hydroxy-7-azabenzotriazole), ClC=1C=C2C(CCOC2=CC1OC1=CC=C(C(=O)O)C=C1)C(=O)OCC (4-(6-chloro-4-(ethoxycarbonyl)chroman-7-yloxy)benzoic acid), NC=1SC=C(N1)C(C)(C)C (2-amino-4-tert-butylthiazole), Cl.CN(CCCN=C=NCC)C (1-(3-dimethylaminopropyl)-3-ethylcarbodiimide hydrochloride). Solvent: CC(=O)N(C)C (DMA), C(C)(=O)OCC (ethyl acetate). Conditions: temperature 50 celsius. Product: C(C)(C)(C)C=1N=C(SC1)NC(=O)C1=CC=C(OC2=C(C=C3C(CCOC3=C2)C(=O)OCC)Cl)C=C1 (ethyl 7-(4-(4-tert-butylthiazol-2-ylcarbamoyl)phenoxy)-6-chlorochroman-4-carboxylate). The yield is 64.7%. RXN SMILES: [Cl:1][C:2]1[CH:3]=[C:4]2[C:9](=[CH:10][C:11]=1[O:12][C:13]1[CH:21]=[CH:20][C:16]([C:17](O)=[O:18])=[CH:15][CH:14]=1)[O:8][CH2:7][CH2:6][CH:5]2[C:22]([O:24][CH2:25][CH3:26])=[O:23].[NH2:27][C:28]1[S:29][CH:30]=[C:31]([C:33]([CH3:36])([CH3:35])[CH3:34])[N:32]=1.Cl.CN(C)CCCN=C=NCC.ON1C2N=CC=CC=2N=N1>CC(N(C)C)=O.C(OCC)(=O)C>[C:33]([C:31]1[N:32]=[C:28]([NH:27][C:17]([C:16]2[CH:20]=[CH:21][C:13]([O:12][C:11]3[CH:10]=[C:9]4[C:4]([CH:5]([C:22]([O:24][CH2:25][CH3:26])=[O:23])[CH2:6][CH2:7][O:8]4)=[CH:3][C:2]=3[Cl:1])=[CH:14][CH:15]=2)=[O:18])[S:29][CH:30]=1)([CH3:36])([CH3:35])[CH3:34] |f:2.3|. Procedure details: 4-(6-chloro-4-(ethoxycarbonyl)chroman-7-yloxy)benzoic acid (53 mg, 0.141 mmol) and 2-amino-4-tert-butylthiazole (44.0 mg, 0.281 mmol) in DMA were treated with 1-(3-dimethylaminopropyl)-3-ethylcarbodiimide hydrochloride (53.9 mg, 0.281 mmol) followed by 1-hydroxy-7-azabenzotriazole (19.1 mg, 0.141 mmol) at ambient temperature. The reaction was heated to 50° C. for 14 hours. The reaction was diluted with ethyl acetate, washed with 1 N HCl, saturated aqueous bicarbonate, and brine. The ethyl acetat... Starting materials: CS(=O)(=O)OCCC1(COS(C)(=O)=O)CCCNC1=O, COC(C)(C)C, NCc1ccccc1, C1COCCO1. Product: O=C1NCCCC12CCN(Cc1ccccc1)C2. RXN SMILES: [CH3:1][S:2]([O:3][CH2:6][CH2:7][C:8]1([CH2:15][O:4][S:5]([CH3:16])(=[O:17])=[O:18])[C:9](=[O:14])[NH:10][CH2:11][CH2:12][CH2:13]1)(=[O:19])=[O:20].[CH3:35][O:36][C:37]([CH3:38])([CH3:39])[CH3:40].[NH2:21][CH2:22][c:23]1[cH:24][cH:25][cH:26][cH:27][cH:28]1.[O:29]1[CH2:30][CH2:31][O:32][CH2:33][CH2:34]1>>[CH2:6]1[CH2:7][C:8]2([C:9](=[O:14])[NH:10][CH2:11][CH2:12][CH2:13]2)[CH2:15][N:21]1[CH2:22][c:23]1[cH:24][cH:25][cH:26][cH:27][cH:28]1. The reactants are C1CCOC1, C=CCOC(=O)C1=C(c2cccc(COC(=O)NC)c2)CC2C(C(C)O[Si](CC)(CC)CC)C(=O)N12, [Na+], O, O=S(=O)(O)C(F)(F)F, O=C([O-])O. Product: C=CCOC(=O)C1=C(c2cccc(COC(=O)NC)c2)CC2C(C(C)O)C(=O)N12. As a reaction SMILES: [CH2:50]1[O:51][CH2:52][CH2:53][CH2:54]1.[CH3:1][NH:2][C:3](=[O:4])[O:5][CH2:6][c:7]1[cH:8][c:9]([C:13]2=[C:14]([C:31](=[O:32])[O:33][CH2:34][CH:35]=[CH2:36])[N:15]3[C:16](=[O:30])[CH:17]([CH:20]([CH3:21])[O:22][Si:23]([CH2:24][CH3:25])([CH2:26][CH3:27])[CH2:28][CH3:29])[CH:18]3[CH2:19]2)[cH:10][cH:11][cH:12]1.[Na+:45].[OH2:55].[OH:37][S:38]([C:39]([F:40])([F:41])[F:42])(=[O:43])=[O:44].[OH:46][C:47](=[O:48])[O-:49]>>[CH3:1][NH:2][C:3](=[O:4])[O:5][CH2:6][c:7]1[cH:8][c:9]([C:13]2=[C:14]([C:31](=[O:32])[O:33][CH2:34][CH:35]=[CH2:36])[N:15]3[C:16](=[O:30])[CH:17]([CH:20]([CH3:21])[OH:22])[CH:18]3[CH2:19]2)[cH:10][cH:11][cH:12]1.